This data is from the Open Reaction Database (ORD), a public repository of structured organic reaction records. The task is: describe an organic reaction: reactants, conditions, products, and yield Yields the product N[C@H](C(=O)NC1=CC=C(C=C1)OC1=CC=C(C=C1)Cl)CCC1=CC=CC=C1 ((S)-2-amino-N-(4-(4-chlorophenoxy)phenyl)-4-phenylbutanamide). Procedure: Proceeding as in Reference 5, but substituting 4-(4-chlorophenoxy)aniline and (S)-2-(tert-butoxycarbonylamino)-4-phenylbutanoic acid, gave (S)-2-amino-N-(4-(4-chlorophenoxy)phenyl)-4-phenylbutanamide (320 mg, 94%). The yield is 94.0%. RXN SMILES: [Cl:1][C:2]1[CH:15]=[CH:14][C:5]([O:6][C:7]2[CH:13]=[CH:12][C:10]([NH2:11])=[CH:9][CH:8]=2)=[CH:4][CH:3]=1.C(OC([NH:23][C@@H:24]([CH2:28][CH2:29][C:30]1[CH:35]=[CH:34][CH:33]=[CH:32][CH:31]=1)[C:25](O)=[O:26])=O)(C)(C)C>>[NH2:23][C@@H:24]([CH2:28][CH2:29][C:30]1[CH:35]=[CH:34][CH:33]=[CH:32][CH:31]=1)[C:25]([NH:11][C:10]1[CH:12]=[CH:13][C:7]([O:6][C:5]2[CH:14]=[CH:15][C:2]([Cl:1])=[CH:3][CH:4]=2)=[CH:8][CH:9]=1)=[O:26]. Starting materials: ClC1=CC=C(OC2=CC=C(N)C=C2)C=C1 (4-(4-chlorophenoxy)aniline), C(C)(C)(C)OC(=O)N[C@H](C(=O)O)CCC1=CC=CC=C1 ((S)-2-(tert-butoxycarbonylamino)-4-phenylbutanoic acid). Starting materials: C[Si](C)(C)Cl, CC#N, [I-], [Na+], O, CC(C)(C)OC(=O)NS(=O)(=O)c1c[nH]c2ccccc12. Product: NS(=O)(=O)c1c[nH]c2ccccc12. Reaction SMILES: [CH3:23][Si:24]([Cl:25])([CH3:26])[CH3:27].[CH3:29][C:30]#[N:31].[I-:21].[Na+:22].[OH2:28].[nH:1]1[cH:2][c:3]([S:10](=[O:11])(=[O:12])[NH:13][C:14]([O:15][C:16]([CH3:17])([CH3:18])[CH3:19])=[O:20])[c:4]2[cH:5][cH:6][cH:7][cH:8][c:9]12>>[nH:1]1[cH:2][c:3]([S:10](=[O:11])(=[O:12])[NH2:13])[c:4]2[cH:5][cH:6][cH:7][cH:8][c:9]12. Reactants: Clc1ccccc1, O=S(=O)(Cl)Cl, c1ccc2sncc2c1. Yields the product Clc1nsc2ccccc12. RXN SMILES: [Cl:15][c:16]1[cH:17][cH:18][cH:19][cH:20][cH:21]1.[S:10]([Cl:11])(=[O:12])([Cl:13])=[O:14].[s:1]1[n:2][cH:3][c:4]2[c:5]1[cH:6][cH:7][cH:8][cH:9]2>>[s:1]1[n:2][c:3]([Cl:13])[c:4]2[c:5]1[cH:6][cH:7][cH:8][cH:9]2. The reactants are CCCC1(CCC)CCCc2c1nc(C)[nH]c2=O, O=P(Cl)(Cl)Cl. Yields the product CCCC1(CCC)CCCc2c(Cl)nc(C)nc21. As a reaction SMILES: [CH3:1][c:2]1[n:3][c:4]2[c:9]([c:10](=[O:12])[nH:11]1)[CH2:8][CH2:7][CH2:6][C:5]2([CH2:13][CH2:14][CH3:15])[CH2:16][CH2:17][CH3:18].[P:19]([Cl:20])([Cl:21])([Cl:22])=[O:23]>>[CH3:1][c:2]1[n:3][c:4]2[c:9]([c:10]([Cl:21])[n:11]1)[CH2:8][CH2:7][CH2:6][C:5]2([CH2:13][CH2:14][CH3:15])[CH2:16][CH2:17][CH3:18]. Reactants: C(#N)C1=CC2=C(N(C(=N2)CC)C2=CC=C(C=C2)CCO)C=C1 (2-[4-(5-Cyano-2-ethyl-1H-benzimidazol-1-yl)phenyl]ethanol), CS(=O)C (DMSO), aqueous solution, OO (hydrogen peroxide), [OH-].[Na+] (NaOH). The solvent is CO (methanol), O (water). Run at temperature 50 celsius, time 4 hour. The product is C(C)C1=NC2=C(N1C1=CC=C(C=C1)CCO)C=CC(=C2)C(=O)N (2-Ethyl-1-[4-(2-hydroxyethyl)phenyl]-1H-benzimidazole-5-carboxamide). RXN SMILES: [C:1]([C:3]1[CH:22]=[CH:21][C:6]2[N:7]([C:12]3[CH:17]=[CH:16][C:15]([CH2:18][CH2:19][OH:20])=[CH:14][CH:13]=3)[C:8]([CH2:10][CH3:11])=[N:9][C:5]=2[CH:4]=1)#[N:2].CS(C)=[O:25].OO.[OH-].[Na+]>O.CO>[CH2:10]([C:8]1[N:7]([C:12]2[CH:17]=[CH:16][C:15]([CH2:18][CH2:19][OH:20])=[CH:14][CH:13]=2)[C:6]2[CH:21]=[CH:22][C:3]([C:1]([NH2:2])=[O:25])=[CH:4][C:5]=2[N:9]=1)[CH3:11] |f:3.4|. Procedure: To a mixture of 2-[4-(5-cyano-2-ethyl-1H-benzimidazol-1-yl)phenyl]ethanol (step 4 of Example 82, 200 mg, 0.68 mmol), DMSO (0.06 mL, 0.82 mmol) and methanol (10 mL) was added 30% aqueous solution of hydrogen peroxide (0.12 mL, 1.0 mmol) and 0.2 M aqueous NaOH (0.06 mL). The mixture was stirred at 50° C. for 4 h, then cooled. The mixture was poured into water (50 mL) and extracted with ethyl acetate (100 mL). The organic layer was washed with 2N aqueous NaOH (50 mL) and brine (50 mL), then dried (... The reactants are C1(C=2C(C(N1)=O)=CC=CC2)=O.[K] (potassium phthalimide), CC1=C(C(=CC=C1)C)N(S(=O)(=O)C)CC(C)OS(=O)(=O)C (1-[N-(2,6-dimethylphenyl)-methane-sulfonamido]-2-methanesulfonyloxy-propane), ice water. Run in CN(C=O)C (dimethyl formamide). Conditions: time 1 hour. Yields the product CC1=C(C(=CC=C1)C)N(S(=O)(=O)C)CC(C)N1C(C=2C(C1=O)=CC=CC2)=O (1-[N-(2,6-dimethylphenyl)-methanesulfonamido]-2-phthalimido-propane). Isolated yield 64.0%. Reaction SMILES: [C:1]1(=[O:11])[NH:5][C:4](=[O:6])[C:3]2=[CH:7][CH:8]=[CH:9][CH:10]=[C:2]12.[K].[CH3:13][C:14]1[CH:19]=[CH:18][CH:17]=[C:16]([CH3:20])[C:15]=1[N:21]([CH2:26][CH:27](OS(C)(=O)=O)[CH3:28])[S:22]([CH3:25])(=[O:24])=[O:23]>CN(C)C=O>[CH3:13][C:14]1[CH:19]=[CH:18][CH:17]=[C:16]([CH3:20])[C:15]=1[N:21]([CH2:26][CH:27]([N:5]1[C:1](=[O:11])[C:2]2=[CH:10][CH:9]=[CH:8][CH:7]=[C:3]2[C:4]1=[O:6])[CH3:28])[S:22]([CH3:25])(=[O:23])=[O:24] |f:0.1,^1:11|. Reported procedure: 33.3 g/0.19 moles of potassium phthalimide are added to a solution of 30 g (89 mmoles) of 1-[N-(2,6-dimethylphenyl)-methane-sulfonamido]-2-methanesulfonyloxy-propane in 300 ml of dry dimethyl formamide, and the mixture is stirred at 145°-150° C. for one hour. The mixture is cooled, poured onto 800 ml of ice water, and the aqueous mixture is extracted thrice with 200 ml of chloroform, each. The chloroform solution is washed thrice with 50 ml of n sodium hydroxide solution and then thrice with 100... The reactants are Br, CO, Cc1cc(C#N)c(Cl)[nH]1, [Na+], O, N#C[S-]. The product is Cc1[nH]c(Cl)c(C#N)c1SC#N. RXN SMILES: [Br:5].[CH3:16][OH:17].[Cl:6][c:7]1[nH:8][c:9]([CH3:14])[cH:10][c:11]1[C:12]#[N:13].[Na+:1].[OH2:15].[S-:2][C:3]#[N:4]>>[S:2]([C:3]#[N:4])[c:10]1[c:9]([CH3:14])[nH:8][c:7]([Cl:6])[c:11]1[C:12]#[N:13]. Starting materials: [OH-].[K+] (potassium hydroxide), O (H2O), BrCCCBr (1,3-dibromopropane), OC1=CC=CC=2C(CCOC21)N2CCCCC2 (8-Hydroxy-4-piperidino-2,3-dihydrobenzopyran). The reagents and catalysts are [Cl-].C(CCC)[N+](CCCC)(CCCC)CCCC (tetrabutyl ammonium chloride). Solvent: C(C)OCC (diethyl ether). Reaction conditions: time 8 hour. The product is BrCCCOC1=CC=CC=2C(CCOC21)N2CCCCC2 (8-(3-Bromopropoxy)-4-piperidino-2,3-dihydrobenzopyran). As a reaction SMILES: [OH-].[K+].O.[OH:4][C:5]1[C:14]2[O:13][CH2:12][CH2:11][CH:10]([N:15]3[CH2:20][CH2:19][CH2:18][CH2:17][CH2:16]3)[C:9]=2[CH:8]=[CH:7][CH:6]=1.[Br:21][CH2:22][CH2:23][CH2:24]Br>[Cl-].C([N+](CCCC)(CCCC)CCCC)CCC.C(OCC)C>[Br:21][CH2:22][CH2:23][CH2:24][O:4][C:5]1[C:14]2[O:13][CH2:12][CH2:11][CH:10]([N:15]3[CH2:20][CH2:19][CH2:18][CH2:17][CH2:16]3)[C:9]=2[CH:8]=[CH:7][CH:6]=1 |f:0.1,5.6|. Reported procedure: Crushed potassium hydroxide (4.1 g) and tetrabutyl ammonium chloride (2.2 g) and H2O (5 ml) are added to a stirred mixture of the product obtained in Step 3. (17.2 g) and 1,3-dibromopropane (74.8 ml). The reaction mixture is stirred under nitrogen overnight, diluted with diethyl ether, and extracted with 5% aq. HCl. The acidic solution is washed with ether, sat'd NaCl, dried, filtered and evaporated in vacuo yielding the desired product as an oil.